Dataset: the Open Reaction Database (ORD), a public repository of structured organic reaction records. Task: describe an organic reaction: reactants, conditions, products, and yield The reactants are FC(SC=1C=C(C=CC1OCC1=NC2=CC=CC=C2C=C1)CC(=O)OCC)(F)F (Ethyl 2-[3-trifluoromethylthio-4-(quinolin-2-yl-methoxy)phenyl]acetate), [OH-].[Na+] (sodium hydroxide). Solvent: O1CCOCC1.O (dioxane water). Yields the product FC(SC=1C=C(C=CC1OCC1=NC2=CC=CC=C2C=C1)CC(=O)O)(F)F (2-[3-Trifluoromethylthio-4-(quinolin-2-yl-methoxy)phenyl]acetic acid). Reaction SMILES: [F:1][C:2]([F:29])([F:28])[S:3][C:4]1[CH:5]=[C:6]([CH2:22][C:23]([O:25]CC)=[O:24])[CH:7]=[CH:8][C:9]=1[O:10][CH2:11][C:12]1[CH:21]=[CH:20][C:19]2[C:14](=[CH:15][CH:16]=[CH:17][CH:18]=2)[N:13]=1.[OH-].[Na+]>O1CCOCC1.O>[F:28][C:2]([F:1])([F:29])[S:3][C:4]1[CH:5]=[C:6]([CH2:22][C:23]([OH:25])=[O:24])[CH:7]=[CH:8][C:9]=1[O:10][CH2:11][C:12]1[CH:21]=[CH:20][C:19]2[C:14](=[CH:15][CH:16]=[CH:17][CH:18]=2)[N:13]=1 |f:1.2,3.4|. Procedure: In analogy to the procedure of Example XV, the title compound is prepared from 2.1 g (5 mmol) of the compound from Example XXV and 0.4 g (0.01 mol) of sodium hydroxide in dioxane/water. The reactants are solid, BrC1=CC(=CC=2C=C3N(C12)CCNC3=O)C#N (6-bromo-1-oxo-1,2,3,4-tetrahydro-pyrazino[1,2-a]indole-8-carbonitrile), BrC1=CC(=CC=2C=C3N(C12)CCNC3=O)C#N (6-bromo-1-oxo-1,2,3,4-tetrahydro-pyrazino[1,2-a]indole-8-carbonitrile), C(#N)C=1C=C(C=CC1)B(O)O (3-cyanophenylboronic acid). The product is C(#N)C=1C=C(C=CC1)C1=CC(=CC=2C=C3N(C12)CCNC3=O)C#N (6-(3-Cyanophenyl)-1-oxo-3,4-dihydro-2H-pyrazino[1,2-a]indole-8-carbonitrile). RXN SMILES: Br[C:2]1[C:10]2[N:9]3[CH2:11][CH2:12][NH:13][C:14](=[O:15])[C:8]3=[CH:7][C:6]=2[CH:5]=[C:4]([C:16]#[N:17])[CH:3]=1.[C:18]([C:20]1[CH:21]=[C:22](B(O)O)[CH:23]=[CH:24][CH:25]=1)#[N:19]>>[C:18]([C:20]1[CH:25]=[C:24]([C:2]2[C:10]3[N:9]4[CH2:11][CH2:12][NH:13][C:14](=[O:15])[C:8]4=[CH:7][C:6]=3[CH:5]=[C:4]([C:16]#[N:17])[CH:3]=2)[CH:23]=[CH:22][CH:21]=1)#[N:19]. Procedure: The title compound, white solid (69 mg, 88%), MS (ISP) m/z=313.4 [(M+H)+], mp 253° C., was prepared in accordance with the general method of example 1 from 6-bromo-1-oxo-1,2,3,4-tetrahydro-pyrazino[1,2-a]indole-8-carbonitrile (intermediate 15) (72.5 mg, 0.25 mmol) and commercially available 3-cyanophenylboronic acid (47.8 mg, 0.325 mmol). Reactants: CC(C)(C)OC(=O)CCC(NC(=O)NC(CCC(=O)ON1C(=O)CCC1=O)C(=O)OC(C)(C)C)C(=O)OC(C)(C)C, CCN(C(C)C)C(C)C, CC(C)(C)OC(=O)CN(CC(=O)OC(C)(C)C)C(=O)Cn1ccnc1CN(CCCCC(N)C(=O)O)Cc1nccn1CC(=O)N(CC(=O)OC(C)(C)C)CC(=O)OC(C)(C)C, CN(C)C=O. The product is CC(C)(C)OC(=O)CCC(NC(=O)NC(CCC(=O)NC(CCCCN(Cc1nccn1CC(=O)N(CC(=O)OC(C)(C)C)CC(=O)OC(C)(C)C)Cc1nccn1CC(=O)N(CC(=O)OC(C)(C)C)CC(=O)OC(C)(C)C)C(=O)O)C(=O)OC(C)(C)C)C(=O)OC(C)(C)C. As a reaction SMILES: [C:1]([CH3:2])([CH3:3])([CH3:4])[O:5][C:6]([CH:7]([CH2:8][CH2:9][C:10](=[O:11])[O:12][N:13]1[C:14](=[O:15])[CH2:16][CH2:17][C:18]1=[O:19])[NH:20][C:21]([NH:22][CH:23]([C:24](=[O:25])[O:26][C:27]([CH3:28])([CH3:29])[CH3:30])[CH2:31][CH2:32][C:33](=[O:34])[O:35][C:36]([CH3:37])([CH3:38])[CH3:39])=[O:40])=[O:41].[CH:104]([N:105]([CH2:106][CH3:107])[CH:108]([CH3:109])[CH3:110])([CH3:111])[CH3:112].[NH2:42][CH:43]([C:44](=[O:45])[OH:46])[CH2:47][CH2:48][CH2:49][CH2:50][N:51]([CH2:52][c:53]1[n:54]([CH2:58][C:59]([N:60]([CH2:61][C:62]([O:63][C:64]([CH3:65])([CH3:66])[CH3:67])=[O:68])[CH2:69][C:70]([O:71][C:72]([CH3:73])([CH3:74])[CH3:75])=[O:76])=[O:77])[cH:55][cH:56][n:57]1)[CH2:78][c:79]1[n:80]([CH2:84][C:85](=[O:86])[N:87]([CH2:88][C:89]([O:90][C:91]([CH3:92])([CH3:93])[CH3:94])=[O:95])[CH2:96][C:97](=[O:98])[O:99][C:100]([CH3:101])([CH3:102])[CH3:103])[cH:81][cH:82][n:83]1.[O:113]=[CH:114][N:115]([CH3:116])[CH3:117]>>[C:1]([CH3:2])([CH3:3])([CH3:4])[O:5][C:6]([CH:7]([CH2:8][CH2:9][C:10](=[O:11])[NH:42][CH:43]([C:44](=[O:45])[OH:46])[CH2:47][CH2:48][CH2:49][CH2:50][N:51]([CH2:52][c:53]1[n:54]([CH2:58][C:59]([N:60]([CH2:61][C:62]([O:63][C:64]([CH3:65])([CH3:66])[CH3:67])=[O:68])[CH2:69][C:70]([O:71][C:72]([CH3:73])([CH3:74])[CH3:75])=[O:76])=[O:77])[cH:55][cH:56][n:57]1)[CH2:78][c:79]1[n:80]([CH2:84][C:85](=[O:86])[N:87]([CH2:88][C:89]([O:90][C:91]([CH3:92])([CH3:93])[CH3:94])=[O:95])[CH2:96][C:97](=[O:98])[O:99][C:100]([CH3:101])([CH3:102])[CH3:103])[cH:81][cH:82][n:83]1)[NH:20][C:21]([NH:22][CH:23]([C:24](=[O:25])[O:26][C:27]([CH3:28])([CH3:29])[CH3:30])[CH2:31][CH2:32][C:33](=[O:34])[O:35][C:36]([CH3:37])([CH3:38])[CH3:39])=[O:40])=[O:41]. Reactants: solution, Cl (hydrochloric acid), FC=1C=C(C[C@@H]([C@@H](CNC2(CC2)C2=CC(=CC=C2)C(F)(F)F)O)NC(=O)C=2C=3CCN(C(C3C=C(C2)C)=O)C(CCC)CCC)C=C(C1)F (N-[(1S,2R)-1-(3,5-difluorobenzyl)-2-hydroxy-3-({1-[3-(trifluoromethyl)phenyl]cyclopropyl}amino)propyl]-7-methyl-1-oxo-2-(1-propylbutyl)-1,2,3,4-tetrahydroisoquinoline-5-carboxamide). Solvent: O1CCOCC1 (dioxane), C(C)OCC (ethyl ether). Reaction conditions: temperature 20 celsius. Yields the product Cl.FC=1C=C(C[C@@H]([C@@H](CNC2(CC2)C2=CC(=CC=C2)C(F)(F)F)O)NC(=O)C=2C=3CCN(C(C3C=C(C2)C)=O)C(CCC)CCC)C=C(C1)F (N-[(1S,2R)-1-(3,5-difluorobenzyl)-2-hydroxy-3-({1-[3-(trifluoromethyl)phenyl]cyclopropyl}amino)propyl]-7-methyl-1-oxo-2-(1-propyl butyl)-1,2,3,4-tetrahydroisoquinoline-5-carboxamide hydrochloride). As a reaction SMILES: [F:1][C:2]1[CH:3]=[C:4]([CH:46]=[C:47]([F:49])[CH:48]=1)[CH2:5][C@H:6]([NH:24][C:25]([C:27]1[C:28]2[CH2:29][CH2:30][N:31]([CH:39]([CH2:43][CH2:44][CH3:45])[CH2:40][CH2:41][CH3:42])[C:32](=[O:38])[C:33]=2[CH:34]=[C:35]([CH3:37])[CH:36]=1)=[O:26])[C@H:7]([OH:23])[CH2:8][NH:9][C:10]1([C:13]2[CH:18]=[CH:17][CH:16]=[C:15]([C:19]([F:22])([F:21])[F:20])[CH:14]=2)[CH2:12][CH2:11]1.[ClH:50]>C(OCC)C.O1CCOCC1>[ClH:50].[F:49][C:47]1[CH:46]=[C:4]([CH:3]=[C:2]([F:1])[CH:48]=1)[CH2:5][C@H:6]([NH:24][C:25]([C:27]1[C:28]2[CH2:29][CH2:30][N:31]([CH:39]([CH2:43][CH2:44][CH3:45])[CH2:40][CH2:41][CH3:42])[C:32](=[O:38])[C:33]=2[CH:34]=[C:35]([CH3:37])[CH:36]=1)=[O:26])[C@H:7]([OH:23])[CH2:8][NH:9][C:10]1([C:13]2[CH:18]=[CH:17][CH:16]=[C:15]([C:19]([F:21])([F:20])[F:22])[CH:14]=2)[CH2:11][CH2:12]1 |f:4.5|. Procedure details: 68 mg of N-[(1S,2R)-1-(3,5-difluorobenzyl)-2-hydroxy-3-({1-[3-(trifluoromethyl)phenyl]cyclopropyl}amino)propyl]-7-methyl-1-oxo-2-(1-propylbutyl)-1,2,3,4-tetrahydroisoquinoline-5-carboxamide are dissolved, under an argon atmosphere, in 5 cm3 of ethyl ether. 0.2 cm3 of a 4N solution of hydrochloric acid in dioxane is added, while stirring, at a temperature of 20° C. The reaction mixture is concentrated to dryness under reduced pressure (5 kPa). The residue is taken up with 10 cm3 of ethyl ether, c... The reactants are N1=C(C=CC=C1)OC1=CC(=C(C(=O)O)C=C1)C1=CC=CC=C1 (4-(2-Pyridyloxy)-2-phenylbenzoic acid), COC([C@@H](N)CCSC)=O (methionine methyl ester). Product: COC([C@@H](NC(C1=C(C=C(C=C1)OC1=NC=CC=C1)C1=CC=CC=C1)=O)CCSC)=O (4-(2-Pyridyloxy)-2-phenylbenzoylmethionine methyl ester). Reaction SMILES: [N:1]1[CH:6]=[CH:5][CH:4]=[CH:3][C:2]=1[O:7][C:8]1[CH:16]=[CH:15][C:11]([C:12]([OH:14])=O)=[C:10]([C:17]2[CH:22]=[CH:21][CH:20]=[CH:19][CH:18]=2)[CH:9]=1.[CH3:23][O:24][C:25](=[O:32])[C@H:26]([CH2:28][CH2:29][S:30][CH3:31])[NH2:27]>>[CH3:23][O:24][C:25](=[O:32])[C@H:26]([CH2:28][CH2:29][S:30][CH3:31])[NH:27][C:12](=[O:14])[C:11]1[CH:15]=[CH:16][C:8]([O:7][C:2]2[CH:3]=[CH:4][CH:5]=[CH:6][N:1]=2)=[CH:9][C:10]=1[C:17]1[CH:22]=[CH:21][CH:20]=[CH:19][CH:18]=1. Procedure details: The resultant product from Example 6C is coupled to methionine methyl ester according to the procedure of Example 1C to give the title compound. Starting materials: CN(C)C=O, O=C(Nc1cccc(F)c1)c1ccccn1, [H-], CI, [Na+]. The product is CN(C(=O)c1ccccn1)c1cccc(F)c1. RXN SMILES: [CH3:21][N:22]([CH3:23])[CH:24]=[O:25].[F:3][c:4]1[cH:5][c:6]([NH:10][C:11](=[O:12])[c:13]2[n:14][cH:15][cH:16][cH:17][cH:18]2)[cH:7][cH:8][cH:9]1.[H-:1].[I:19][CH3:20].[Na+:2]>>[F:3][c:4]1[cH:5][c:6]([N:10]([C:11](=[O:12])[c:13]2[n:14][cH:15][cH:16][cH:17][cH:18]2)[CH3:20])[cH:7][cH:8][cH:9]1. Reactants: COC(=O)C=C1Oc2ccccc2Oc2ccccc21, CO. Yields the product COC(=O)CC1Oc2ccccc2Oc2ccccc21. As a reaction SMILES: [CH3:1][O:2][C:3](=[O:4])[CH:5]=[C:6]1[c:7]2[c:8]([cH:17][cH:18][cH:19][cH:20]2)[O:9][c:10]2[c:11]([cH:13][cH:14][cH:15][cH:16]2)[O:12]1.[CH3:21][OH:22]>>[CH3:1][O:2][C:3](=[O:4])[CH2:5][CH:6]1[c:7]2[c:8]([cH:17][cH:18][cH:19][cH:20]2)[O:9][c:10]2[c:11]([cH:13][cH:14][cH:15][cH:16]2)[O:12]1. Starting materials: C1CCOC1, CO, CCOC(C)=O, COC(=O)c1ccc(S(=O)(=O)n2cc(C3CCCCC3)c3ccccc32)cc1, Cl, [Na+], [OH-]. Yields the product O=C(O)c1ccc(S(=O)(=O)n2cc(C3CCCCC3)c3ccccc32)cc1. RXN SMILES: [CH2:32]1[O:33][CH2:34][CH2:35][CH2:36]1.[CH3:37][OH:38].[CH3:39][CH2:40][O:41][C:42]([CH3:43])=[O:44].[CH3:3][O:4][C:5]([c:6]1[cH:7][cH:8][c:9]([S:12](=[O:13])(=[O:14])[n:15]2[cH:16][c:17]([CH:24]3[CH2:25][CH2:26][CH2:27][CH2:28][CH2:29]3)[c:18]3[cH:19][cH:20][cH:21][cH:22][c:23]23)[cH:10][cH:11]1)=[O:30].[ClH:31].[Na+:2].[OH-:1]>>[O:4]=[C:5]([c:6]1[cH:7][cH:8][c:9]([S:12](=[O:13])(=[O:14])[n:15]2[cH:16][c:17]([CH:24]3[CH2:25][CH2:26][CH2:27][CH2:28][CH2:29]3)[c:18]3[cH:19][cH:20][cH:21][cH:22][c:23]23)[cH:10][cH:11]1)[OH:30].